Task: describe an organic reaction: reactants, conditions, products, and yield. Dataset: the Open Reaction Database (ORD), a public repository of structured organic reaction records The reagents and catalysts are [OH-].[OH-].[Pd+2] (Pd(OH)2). The reactants are [N+](=O)([O-])C=1C=C(C#N)C=C(C1)[N+](=O)[O-] (3,5-dinitrobenzonitrile). The product is NC=1C=C(C#N)C=C(C1)N (3,5-diaminobenzonitrile). Run in CCO (EtOH). Reaction SMILES: [N+:1]([C:4]1[CH:5]=[C:6]([CH:9]=[C:10]([N+:12]([O-])=O)[CH:11]=1)[C:7]#[N:8])([O-])=O>CCO.[OH-].[OH-].[Pd+2]>[NH2:1][C:4]1[CH:5]=[C:6]([CH:9]=[C:10]([NH2:12])[CH:11]=1)[C:7]#[N:8] |f:2.3.4|. Procedure details: 20% Pd(OH)2 (0.13 g) was added to a stirred suspension of 3,5-dinitrobenzonitrile (0.50 g, 2.59 mmol, 1 eq, Aldrich) in 10 ml EtOH. A H2 balloon was added. After stirring over the weekend the mixture was filtered through Celite. The filter cake was rinsed with EtOH (×3). The organics were removed in vacuo. The residue was stirred in CHCl3 and the resulting mixture was filtered (×3). The CHCl3 fractions were combined, and the solvent was removed in vacuo to yield crude 3,5-diaminobenzonitrile. Starting materials: NC1=C(C=CC(=C1)Cl)O (2-amino-4-chlorophenol), [OH-] (hydroxide), [OH-].[Na+] (sodium hydroxide), CC(C(=O)Cl)CCCCCCC(=O)Cl (methyl azeloyl chloride). Run in O1CCCC1 (tetrahydrofuran), O (water). Reaction conditions: temperature 0 celsius, time 5 minute. Product: OC1=C(NC(=O)CCCCCCCC(=O)O)C=C(C=C1)Cl (8-(2-hydroxy-5-chloroanilinocarbonyl)octanoic acid). Yield: 54.1%. Reaction SMILES: [NH2:1][C:2]1[CH:7]=[C:6]([Cl:8])[CH:5]=[CH:4][C:3]=1[OH:9].[OH-:10].C[CH:12]([CH2:16][CH2:17][CH2:18][CH2:19][CH2:20][CH2:21][C:22](Cl)=[O:23])[C:13](Cl)=[O:14].[OH-].[Na+]>O1CCCC1.O>[OH:9][C:3]1[CH:4]=[CH:5][C:6]([Cl:8])=[CH:7][C:2]=1[NH:1][C:22]([CH2:21][CH2:20][CH2:19][CH2:18][CH2:17][CH2:16][CH2:12][C:13]([OH:14])=[O:10])=[O:23] |f:3.4|. Reported procedure: To a cold solution of 2-amino-4-chlorophenol (2.56 g, 17.83 mmol) in tetrahydrofuran (40 mL) was added a solution of hydroxide (0.72 g, 18 mmol) in water (15 mL). The mixture was stirred at 0° C. for 5 min. A solution of methyl azeloyl chloride (3.9 g, 17.67 mmol) in tetrohydrofuran (10 mL) was added dropwise to this mixture. The resulting mixture was stirred at 0° C., then gradually warmed to room temperature, and stirred at room temperature overnight. A solution of sodium hydroxide (2N, 25 mL)... Reactants: COC=1C=C(C=CC1NC(=O)NC1=C(C=CC=C1)C)CC(=O)O (3-methoxy-4-[N′-(2-methylphenyl)ureido]phenylacetic acid), C(C)OC(=O)C1=CC=C(C=C1)C#CC1NCCC1 (2-(2-(4-ethoxycarbonylphenyl)ethynyl)pyrrolidine), C(CCl)Cl (EDC), Cl (HCl). The reagents and catalysts are CN(C)C=1C=CN=CC1 (DMAP). Run in CN(C)C=O (DMF). Reaction conditions: time 8 hour. Product: COC=1C=C(C=CC1NC(=O)NC1=C(C=CC=C1)C)CC(=O)N1C(CCC1)C#CC1=CC=C(C(=O)OCC)C=C1 (ethyl 4-[2-[1-[3-methoxy-4-(N′-(2-methylphenyl)ureido]phenylacetyl]-2-pyrrolidinyl]ethynyl]benzoate). The yield is 88.6%. As a reaction SMILES: [CH3:1][O:2][C:3]1[CH:4]=[C:5]([CH2:20][C:21]([OH:23])=O)[CH:6]=[CH:7][C:8]=1[NH:9][C:10]([NH:12][C:13]1[CH:18]=[CH:17][CH:16]=[CH:15][C:14]=1[CH3:19])=[O:11].[CH2:24]([O:26][C:27]([C:29]1[CH:34]=[CH:33][C:32]([C:35]#[C:36][CH:37]2[CH2:41][CH2:40][CH2:39][NH:38]2)=[CH:31][CH:30]=1)=[O:28])[CH3:25].C(Cl)CCl.Cl>CN(C1C=CN=CC=1)C.CN(C=O)C>[CH3:1][O:2][C:3]1[CH:4]=[C:5]([CH2:20][C:21]([N:38]2[CH2:39][CH2:40][CH2:41][CH:37]2[C:36]#[C:35][C:32]2[CH:33]=[CH:34][C:29]([C:27]([O:26][CH2:24][CH3:25])=[O:28])=[CH:30][CH:31]=2)=[O:23])[CH:6]=[CH:7][C:8]=1[NH:9][C:10]([NH:12][C:13]1[CH:18]=[CH:17][CH:16]=[CH:15][C:14]=1[CH3:19])=[O:11]. Reported procedure: A mixture of 3-methoxy-4-[N′-(2-methylphenyl)ureido]phenylacetic acid (1.45 g, 4.6 mmol), 2-(2-(4-ethoxycarbonylphenyl)ethynyl)pyrrolidine (1.12 g, 4.6 mmol), EDC 1.32 g (6.9 mmol), DMAP (562 mg, 4.6 mmol) in DMF (20 mL) was stirred overnight. The mixture was poured into 1 N HCl and the solid was collected with suction. The solid was dissolved in CHCl3 and died over MgSO4. After removal of the solvent, the residue was chromatographed on silica-gel with CHCl3—MeOH (100:1, v/v) as eluent to give 2... Reactants: BrCCC1OC2=C(CC1)C=CC=C2 (2-bromoethyl -3,4-dihydro-(2H)-benzopyran), [I-].[K+] (potassium iodide), Cl.Cl.COC=1C=C(C=CC1OC)N1CCNCC1 (1-(3,4-dimethoxyphenyl)piperazine dihydrochloride), C([O-])([O-])=O.[K+].[K+] (potassium carbonate). Solvent: CC(CC)=O (2-butanone). Product: Cl.Cl.O1CCC(C2=C1C=CC=C2)CCN2CCN(CC2)C2=CC(=C(C=C2)OC)OC (1-[2-(3,4-dihydro-1(2H)-benzopyran-4-yl)ethyl]-4-(3,4-dimethoxyphenyl)piperazine dihydrochloride). Reaction SMILES: Br[CH2:2][CH2:3][CH:4]1[CH2:9][CH2:8][C:7]2[CH:10]=[CH:11]C=[CH:13][C:6]=2O1.[ClH:14].Cl.[CH3:16][O:17][C:18]1[CH:19]=[C:20]([N:26]2[CH2:31][CH2:30][NH:29][CH2:28][CH2:27]2)[CH:21]=[CH:22][C:23]=1[O:24][CH3:25].[C:32](=[O:35])([O-])[O-].[K+].[K+].[I-].[K+]>CC(=O)CC>[ClH:14].[ClH:14].[O:35]1[C:32]2[CH:2]=[CH:3][CH:4]=[CH:9][C:8]=2[CH:7]([CH2:10][CH2:11][N:29]2[CH2:28][CH2:27][N:26]([C:20]3[CH:21]=[CH:22][C:23]([O:24][CH3:25])=[C:18]([O:17][CH3:16])[CH:19]=3)[CH2:31][CH2:30]2)[CH2:6][CH2:13]1 |f:1.2.3,4.5.6,7.8,10.11.12|. Procedure: The A isomer of 1-[2-(3,4-dihydro-1(2H)-benzopyran-4-yl)ethyl]-4-(3,4-dimethoxyphenyl)piperazine dihydrochloride is prepared by following the procedure of Example 1 but starting with the A isomer of 4-(2-bromoethyl -3,4-dihydro-(2H)-benzopyran (0.86 g), 1-(3,4-dimethoxyphenyl)piperazine dihydrochloride (1.10 g) and then dry potassium carbonate (1.38 g) and potassium iodide (0.6 g) in 2-butanone (15 cc).